This data is from the Open Reaction Database (ORD), a public repository of structured organic reaction records. The task is: describe an organic reaction: reactants, conditions, products, and yield Starting materials: ClC1=C(C(=C(C=C1OC)OC)Cl)C=1C=C2C=NC(=NC2=CC1)N[C@@H]1C[C@@H](C[C@@H]1N1C(C2=CC=CC=C2C1=O)=O)C(=O)OC ((1S,3R,4S)-methyl 3-((6-(2,6-dichloro-3,5-dimethoxyphenyl)quinazolin-2-yl)amino)-4-(1,3-dioxoisoindolin-2-yl)cyclopentanecarboxylate), O.NN (hydrazine monohydrate). Solvent: CCO (EtOH). Run at time 8 hour. The product is N[C@H]1CC(C[C@H]1NC1=NC2=CC=C(C=C2C=N1)C1=C(C(=CC(=C1Cl)OC)OC)Cl)C(=O)OC (methyl (3S,4R)-3-amino-4-((6-(2,6-dichloro-3,5-dimethoxyphenyl)quinazolin-2-yl)amino)cyclopentane-1-carboxylate). Isolated yield 100.0%. Reaction SMILES: [Cl:1][C:2]1[C:7]([O:8][CH3:9])=[CH:6][C:5]([O:10][CH3:11])=[C:4]([Cl:12])[C:3]=1[C:13]1[CH:14]=[C:15]2[C:20](=[CH:21][CH:22]=1)[N:19]=[C:18]([NH:23][C@H:24]1[C@@H:28]([N:29]3C(=O)C4C(=CC=CC=4)C3=O)[CH2:27][C@@H:26]([C:40]([O:42][CH3:43])=[O:41])[CH2:25]1)[N:17]=[CH:16]2.O.NN>CCO>[NH2:29][C@@H:28]1[C@H:24]([NH:23][C:18]2[N:17]=[CH:16][C:15]3[C:20](=[CH:21][CH:22]=[C:13]([C:3]4[C:4]([Cl:12])=[C:5]([O:10][CH3:11])[CH:6]=[C:7]([O:8][CH3:9])[C:2]=4[Cl:1])[CH:14]=3)[N:19]=2)[CH2:25][CH:26]([C:40]([O:42][CH3:43])=[O:41])[CH2:27]1 |f:1.2|. Procedure: (1S,3R,4S)-methyl 3-((6-(2,6-dichloro-3,5-dimethoxyphenyl)quinazolin-2-yl)amino)-4-(1,3-dioxoisoindolin-2-yl)cyclopentanecarboxylate (0.500 g, 0.805 mmol) was taken up in EtOH (20 ml) and hydrazine monohydrate (0.079 ml, 1.61 mmol) was added. The reaction was stirred overnight at room temperature. A white precipitate was filtered off and solvent was removed under reduced pressure. The precipitate was triturated with ether, followed by removal of the solvent under reduced pressure to give methyl ...